From a dataset of the Open Reaction Database (ORD), a public repository of structured organic reaction records. describe an organic reaction: reactants, conditions, products, and yield Starting materials: FC=1C=C(N)C=CC1 (3-fluoroaniline), ClC1=CC=CC(=N1)NC1=CC(=C(C=C1)N1C=NC(=C1)C)OC ((6-chloro-pyridin-2-yl)-[3-methoxy-4-(4-methyl-imidazol-1-yl)-phenyl]-amine). Yields the product FC=1C=C(C=CC1)NC1=NC(=CC=C1)NC1=CC(=C(C=C1)N1C=NC(=C1)C)OC (N-(3-Fluoro-phenyl)-N′-[3-methoxy-4-(4-methyl-imidazol-1-yl)-phenyl]-pyridine-2,6-diamine), solid. Isolated yield 24.0%. RXN SMILES: [F:1][C:2]1[CH:3]=[C:4]([CH:6]=[CH:7][CH:8]=1)[NH2:5].Cl[C:10]1[N:15]=[C:14]([NH:16][C:17]2[CH:22]=[CH:21][C:20]([N:23]3[CH:27]=[C:26]([CH3:28])[N:25]=[CH:24]3)=[C:19]([O:29][CH3:30])[CH:18]=2)[CH:13]=[CH:12][CH:11]=1>>[F:1][C:2]1[CH:3]=[C:4]([NH:5][C:10]2[CH:11]=[CH:12][CH:13]=[C:14]([NH:16][C:17]3[CH:22]=[CH:21][C:20]([N:23]4[CH:27]=[C:26]([CH3:28])[N:25]=[CH:24]4)=[C:19]([O:29][CH3:30])[CH:18]=3)[N:15]=2)[CH:6]=[CH:7][CH:8]=1. Reported procedure: Prepared in analogy to example 62 from 3-fluoroaniline and (6-chloro-pyridin-2-yl)-[3-methoxy-4-(4-methyl-imidazol-1-yl)-phenyl]-amine. The title compound was obtained as a brownish solid (Yield=24%). MS ISP (m/e): 390.3 (100) [(M+H)+]. 1H NMR (DMSO-D6, 300 MHz): δ (ppm)=9.10 (s very broad, 2H), 7.70-7.50 (m, 2H), 7.45 (t, 2H), 7.39 (s, 1H), 7.30-7.10 (m, 4H), 7.02 (s, 1H), 6.63 (t broad, 1H), 6.30 (t, 2H), 3.62 (s, 3H), 2.14 (s broad, 3H). Reactants: ClC=1N(C=C(N1)[N+](=O)[O-])CC[C@H](COS(=O)(=O)C1=CC=C(C=C1)C)O (Toluene-4-sulfonic acid (R)-4-(2-chloro-4-nitroimidazol-1-yl)-2-hydroxybutyl ester), CN(C1=CC=C(C=C1)OC(F)(F)F)CCC1CCN(CC1)C1=CC=C(C=C1)O (4-(4-{2-[N-methyl-N-(4-trifluoromethoxyphenyl)amino]ethyl}piperidin-1-yl)phenol), P(=O)([O-])([O-])[O-].[K+].[K+].[K+] (Tripotassium phosphate), [I-].[Na+] (sodium iodide). Isolated yield 75.4%. Run at temperature 80 celsius, time 4.5 hour. Run in C(C)O (ethanol), C(C)(=O)OCC (ethyl acetate). Yields the product ClC=1N(C=C(N1)[N+](=O)[O-])CC[C@H](COC1=CC=C(C=C1)N1CCC(CC1)CCN(C1=CC=C(C=C1)OC(F)(F)F)C)O ((R)-4-(2-chloro-4-nitroimidazol-1-yl)-1-[4-(4-{2-[N-methyl-N-(4-trifluoromethoxyphenyl)amino]-ethyl}piperidin-1-yl)phenoxy]butan-2-ol). Procedure details: Toluene-4-sulfonic acid (R)-4-(2-chloro-4-nitroimidazol-1-yl)-2-hydroxybutyl ester (988 mg) and 4-(4-{2-[N-methyl-N-(4-trifluoromethoxyphenyl)amino]ethyl}piperidin-1-yl)phenol (1.0 g) were suspended in ethanol (30 ml). Tripotassium phosphate (1.08 g) and sodium iodide (418 mg) were added to the suspension, and the mixture was stirred at 80° C. under a nitrogen atmosphere for 4.5 hours. After being cooled to room temperature, ethyl acetate (20 ml) was added to the reaction mixture, insoluble matt... As a reaction SMILES: [Cl:1][C:2]1[N:3]([CH2:10][CH2:11][C@@H:12]([OH:25])[CH2:13][O:14]S(C2C=CC(C)=CC=2)(=O)=O)[CH:4]=[C:5]([N+:7]([O-:9])=[O:8])[N:6]=1.[CH3:26][N:27]([CH2:39][CH2:40][CH:41]1[CH2:46][CH2:45][N:44]([C:47]2[CH:52]=[CH:51][C:50](O)=[CH:49][CH:48]=2)[CH2:43][CH2:42]1)[C:28]1[CH:33]=[CH:32][C:31]([O:34][C:35]([F:38])([F:37])[F:36])=[CH:30][CH:29]=1.P([O-])([O-])([O-])=O.[K+].[K+].[K+].[I-].[Na+]>C(O)C.C(OCC)(=O)C>[Cl:1][C:2]1[N:3]([CH2:10][CH2:11][C@@H:12]([OH:25])[CH2:13][O:14][C:50]2[CH:49]=[CH:48][C:47]([N:44]3[CH2:45][CH2:46][CH:41]([CH2:40][CH2:39][N:27]([CH3:26])[C:28]4[CH:29]=[CH:30][C:31]([O:34][C:35]([F:38])([F:36])[F:37])=[CH:32][CH:33]=4)[CH2:42][CH2:43]3)=[CH:52][CH:51]=2)[CH:4]=[C:5]([N+:7]([O-:9])=[O:8])[N:6]=1 |f:2.3.4.5,6.7|. The reactants are CS(=O)(=O)OCCC=1OC2=C(C1)C=C(C=C2)C2=CC=C(C=C2)C#N (2-[5-(4-cyanophenyl)-1-benzofuran-2-yl]ethyl methanesulfonate), N1CCC=CC1 (1,2,3,6-tetrahydropyridine). The product is N1(CCC=CC1)CCC=1OC2=C(C1)C=C(C=C2)C2=CC=C(C#N)C=C2 (4-{2-[2-(3,6-dihydro-1(2H)-pyridinyl)ethyl]-1-benzofuran-5-yl}benzonitrile). Reaction SMILES: CS(O[CH2:6][CH2:7][C:8]1[O:9][C:10]2[CH:16]=[CH:15][C:14]([C:17]3[CH:22]=[CH:21][C:20]([C:23]#[N:24])=[CH:19][CH:18]=3)=[CH:13][C:11]=2[CH:12]=1)(=O)=O.[NH:25]1[CH2:30][CH:29]=[CH:28][CH2:27][CH2:26]1>>[N:25]1([CH2:6][CH2:7][C:8]2[O:9][C:10]3[CH:16]=[CH:15][C:14]([C:17]4[CH:22]=[CH:21][C:20]([C:23]#[N:24])=[CH:19][CH:18]=4)=[CH:13][C:11]=3[CH:12]=2)[CH2:26][CH:27]=[CH:28][CH2:29][CH2:30]1. Procedure details: The product from Example 1C and 1,2,3,6-tetrahydropyridine were processed as described in Example 1D to provide the titled compound. MS (DCI) m/z 329 (M+H)+; Starting materials: CC=1N=C(SC1)NC(CC1=CC=C(C=C1)OC1=CC=NC2=CC(=C(C=C12)C(=O)OC)OC)=O (N-(4-methylthiazol-2-yl)-2-[4-(7-methoxy-6-methoxycarbonylquinolin-4-yloxy)phenyl]acetamide), [OH-].[Li+] (lithium hydroxide). As a reaction SMILES: [CH3:1][C:2]1[N:3]=[C:4]([NH:7][C:8](=[O:33])[CH2:9][C:10]2[CH:15]=[CH:14][C:13]([O:16][C:17]3[C:26]4[C:21](=[CH:22][C:23]([O:31][CH3:32])=[C:24]([C:27]([O:29]C)=[O:28])[CH:25]=4)[N:20]=[CH:19][CH:18]=3)=[CH:12][CH:11]=2)[S:5][CH:6]=1.[OH-].[Li+]>>[CH3:1][C:2]1[N:3]=[C:4]([NH:7][C:8](=[O:33])[CH2:9][C:10]2[CH:15]=[CH:14][C:13]([O:16][C:17]3[C:26]4[C:21](=[CH:22][C:23]([O:31][CH3:32])=[C:24]([C:27]([OH:29])=[O:28])[CH:25]=4)[N:20]=[CH:19][CH:18]=3)=[CH:12][CH:11]=2)[S:5][CH:6]=1 |f:1.2|. Isolated yield 97.0%. Reported procedure: Using an analogous procedure to that described in Example 8, N-(4-methylthiazol-2-yl)-2-[4-(7-methoxy-6-methoxycarbonylquinolin-4-yloxy)phenyl]acetamide was reacted with lithium hydroxide to give the title compound in 97% yield; 1H NMR: (DMSOd6) 2.26 (d, 3H), 3.83 (s, 2H), 4.01 (s, 3H), 6.63 (d, 1H), 6.76 (s, 1H), 7.34 (d, 2H), 7.51 (d, 2H), 7.57 (s, 1H), 8.62 (s, 1H), 8.78 (d, 1H); Mass Spectrum: M+H+ 450. Product: CC=1N=C(SC1)NC(CC1=CC=C(C=C1)OC1=CC=NC2=CC(=C(C=C12)C(=O)O)OC)=O (N-(4-methylthiazol-2-yl)-2-[4-(6-carboxy-7-methoxyquinolin-4-yloxy)phenyl]acetamide).